This data is from the Open Reaction Database (ORD), a public repository of structured organic reaction records. The task is: describe an organic reaction: reactants, conditions, products, and yield Starting materials: C[C@@H]1CNCCN1C(=O)OC(C)(C)C, CCOC1=C(C=C(C=C1)Br)OC. Reagents/catalysts: CC(C)(C)[O-].[Na+], C1=CC=C(C=C1)P(C2=CC=CC=C2)C3=C(C4=CC=CC=C4C=C3)C5=C(C=CC6=CC=CC=C65)P(C7=CC=CC=C7)C8=CC=CC=C8, CC(=O)O.CC(=O)O.[Pd]. Solvent: CC1=CC=CC=C1. Run at temperature 100 celsius. Product: CCOC1=C(C=C(C=C1)N2CCN[C@@H](C2)C)OC. Isolated yield 50.8%. Procedure details: Palladium(II) acetate (0.049 g, 0.22 mmol)and (R)-(+)-2,2'-Bis(diphenylphosphino)-1,1'-binaphthyl (0.108 g, 0.17 mmol) were added to 4-bromo-1-ethoxy-2-methoxybenzene (1 g, 4.33 mmol),(R)-1-N-Boc-2-methyl piperazine (0.867 g, 4.33 mmol) and Sodium tert- butoxide (0.624 g, 6.49 mmol) in anhydrous Toluene (20 mL) under argon. The resulting solution was stirred at reflux for18 hours. The reaction was allowed to cool to room temperature and diluted with dcm (50 ml). This was washed with water (2 x 5...